From a dataset of the Open Reaction Database (ORD), a public repository of structured organic reaction records. describe an organic reaction: reactants, conditions, products, and yield Yields the product CC1(O)CN(Cc2ccc(OC3CN(C(=O)c4nnc(-c5ccccc5)o4)C3)c(Cl)c2)C1. Reactants: CC1(O)CNC1, O=Cc1ccc(OC2CN(C(=O)c3nnc(-c4ccccc4)o3)C2)c(Cl)c1, Cl. Reaction SMILES: [CH3:29][C:30]1([OH:34])[CH2:31][NH:32][CH2:33]1.[Cl:1][c:2]1[cH:3][c:4]([CH:5]=[O:6])[cH:7][cH:8][c:9]1[O:10][CH:11]1[CH2:12][N:13]([C:15](=[O:16])[c:17]2[o:18][c:19](-[c:22]3[cH:23][cH:24][cH:25][cH:26][cH:27]3)[n:20][n:21]2)[CH2:14]1.[ClH:28]>>[Cl:1][c:2]1[cH:3][c:4]([CH2:5][N:32]2[CH2:31][C:30]([CH3:29])([OH:34])[CH2:33]2)[cH:7][cH:8][c:9]1[O:10][CH:11]1[CH2:12][N:13]([C:15](=[O:16])[c:17]2[o:18][c:19](-[c:22]3[cH:23][cH:24][cH:25][cH:26][cH:27]3)[n:20][n:21]2)[CH2:14]1. Starting materials: COC(=O)c1ccc(Br)cc1, C#CCCO, CCNCC, I[Cu]I, Cl[Pd]Cl, c1ccc(P(c2ccccc2)c2ccccc2)cc1. Product: COC(=O)c1ccc(C#CCCO)cc1. As a reaction SMILES: [Br:1][c:2]1[cH:3][cH:4][c:5]([C:6](=[O:7])[O:8][CH3:9])[cH:10][cH:11]1.[CH2:31]([CH2:32][C:33]#[CH:34])[OH:35].[CH2:36]([NH:37][CH2:38][CH3:39])[CH3:40].[Cu:44]([I:45])[I:46].[Pd:41]([Cl:42])[Cl:43].[c:12]1([P:13]([c:14]2[cH:15][cH:16][cH:17][cH:18][cH:19]2)[c:20]2[cH:21][cH:22][cH:23][cH:24][cH:25]2)[cH:26][cH:27][cH:28][cH:29][cH:30]1>>[c:2]1([C:34]#[C:33][CH2:32][CH2:31][OH:35])[cH:3][cH:4][c:5]([C:6](=[O:7])[O:8][CH3:9])[cH:10][cH:11]1. The reactants are COB(OC)OC (Trimethylborate), C[N+]1(CCOCC1)[O-] (4-methylmorpholine N-oxide), C(CCC)[Li] (n-Butyl lithium), BrC=1C=C(COC2CCN(CC2)C(CCC(C#N)(C2=CC=CC=C2)C2=CC=CC=C2)(C)C)C=CC1 (5-{4-[(3-Bromobenzyl)oxy]piperidin-1-yl}-5-methyl-2,2-diphenylhexanenitrile). Solvent: O1CCCC1 (tetrahydrofuran). Reaction conditions: temperature -78 celsius, time 15 minute. Yields the product N (ammonia), OC=1C=C(COC2CCN(CC2)C(CCC(C#N)(C2=CC=CC=C2)C2=CC=CC=C2)(C)C)C=CC1 (5-{4-[(3-Hydroxybenzyl)oxy]piperidin-1-yl}-5-methyl-2,2-diphenylhexanenitrile). RXN SMILES: C([Li])CCC.Br[C:7]1[CH:8]=[C:9]([CH:38]=[CH:39][CH:40]=1)[CH2:10][O:11][CH:12]1[CH2:17][CH2:16][N:15]([C:18]([CH3:37])([CH3:36])[CH2:19][CH2:20][C:21]([C:30]2[CH:35]=[CH:34][CH:33]=[CH:32][CH:31]=2)([C:24]2[CH:29]=[CH:28][CH:27]=[CH:26][CH:25]=2)[C:22]#[N:23])[CH2:14][CH2:13]1.C[O:42]B(OC)OC.C[N+]1([O-])CCOCC1>O1CCCC1>[NH3:15].[OH:42][C:7]1[CH:8]=[C:9]([CH:38]=[CH:39][CH:40]=1)[CH2:10][O:11][CH:12]1[CH2:17][CH2:16][N:15]([C:18]([CH3:37])([CH3:36])[CH2:19][CH2:20][C:21]([C:30]2[CH:35]=[CH:34][CH:33]=[CH:32][CH:31]=2)([C:24]2[CH:29]=[CH:28][CH:27]=[CH:26][CH:25]=2)[C:22]#[N:23])[CH2:14][CH2:13]1. Procedure details: n-Butyl lithium (2.5M in hexanes, 0.18 mL, 0.45 mmol) was added dropwise to a solution of the product of example 87 (200 mg, 0.38 mmol) in tetrahydrofuran (5 mL), cooled to −78° C., and the mixture was stirred for 15 minutes. Trimethylborate (0.13 mL, 1.13 mmol) was added and the mixture was stirred at −78° C. for 30 minutes and at room temperature for 2 hours. 4-methylmorpholine N-oxide (132 mg, 1.13 mmol) was added and the mixture was heated under reflux for 4 hours and stirred at room tempera... Starting materials: CC=1N=COC1 (4-methyl-oxazole), C(C)OC(N(CC1=CC(=CC=C1)C#N)C1=C(C(=NC(=C1)Br)N)[N+](=O)[O-])=O ((2-amino-6-bromo-3-nitro-pyridin-4-yl)-(3-cyano-benzyl)-carbamic acid ethyl ester). Reagents/catalysts: [Cl-].[Cl-].C1(=CC=CC=C1)P(C1=CC=CC=C1)C1=CC=CC=C1.C1(=CC=CC=C1)P(C1=CC=CC=C1)C1=CC=CC=C1.[Pd+2] (palladium bis(triphenylphosphine)dichloride). The product is C(C)OC(N(CC1=CC(=CC=C1)C#N)C1=C(C(=NC(=C1)C=1OC=C(N1)C)N)[N+](=O)[O-])=O ([2-Amino-6-(4-methyl-oxazol-2-yl )-3-nitro-pyridin-4-yl]-(3-cyano-benzyl)-carbamic acid ethyl ester), product. As a reaction SMILES: [CH3:1][C:2]1[N:3]=[CH:4][O:5][CH:6]=1.[CH2:7]([O:9][C:10](=[O:32])[N:11]([C:21]1[CH:26]=[C:25](Br)[N:24]=[C:23]([NH2:28])[C:22]=1[N+:29]([O-:31])=[O:30])[CH2:12][C:13]1[CH:18]=[CH:17][CH:16]=[C:15]([C:19]#[N:20])[CH:14]=1)[CH3:8]>[Cl-].[Cl-].C1(P(C2C=CC=CC=2)C2C=CC=CC=2)C=CC=CC=1.C1(P(C2C=CC=CC=2)C2C=CC=CC=2)C=CC=CC=1.[Pd+2]>[CH2:7]([O:9][C:10](=[O:32])[N:11]([C:21]1[CH:26]=[C:25]([C:4]2[O:5][CH:6]=[C:2]([CH3:1])[N:3]=2)[N:24]=[C:23]([NH2:28])[C:22]=1[N+:29]([O-:31])=[O:30])[CH2:12][C:13]1[CH:18]=[CH:17][CH:16]=[C:15]([C:19]#[N:20])[CH:14]=1)[CH3:8] |f:2.3.4.5.6|. Procedure details: The title compound was prepared following the example in preparation 70, using 4-methyl-oxazole (40 mg), (2-amino-6-bromo-3-nitro-pyridin-4-yl)-(3-cyano-benzyl)-carbamic acid ethyl ester (100 mg) and palladium bis(triphenylphosphine)dichloride (30 mg), giving the product (65 mg) as a yellow solid.